Dataset: the Open Reaction Database (ORD), a public repository of structured organic reaction records. Task: describe an organic reaction: reactants, conditions, products, and yield Procedure details: N-(4-Chlorobenzyl)-4-hydroxy-6-(3-hydroxy-1-propynyl)-8-methoxy-3-quinolinecarboxamide (397 mg) from Example No. 118 is dissolved in methanol/dichloromethane (1/1, 80 mL) and palladium on carbon (5%, 80 mg) are --added. The mixture is placed under a hydrogen atmosphere (23 psi) for 1 h, filtered through celite, and concentrated. The crude product is purified by column chromatography (dichloromethane/methanol, 50/1 to 20/1) to afford 251 mg (63%) of the title compound as a white solid. Product: ClC1=CC=C(CNC(=O)C=2C=NC3=C(C=C(C=C3C2O)CCCO)OC)C=C1 (N-(4-Chlorobenzyl)-4-hydroxy-6-(3-hydroxypropyl)-8-methoxy-3-quinolinecarboxamide). Solvent: C(C)OCC.CCCCCC (diethyl ether hexane). The yield is 62.6%. The reagents and catalysts are [Pd] (palladium on carbon). RXN SMILES: [Cl:1][C:2]1[CH:28]=[CH:27][C:5]([CH2:6][NH:7][C:8]([C:10]2[CH:11]=[N:12][C:13]3[C:18]([C:19]=2[OH:20])=[CH:17][C:16]([C:21]#[C:22][CH2:23][OH:24])=[CH:15][C:14]=3[O:25][CH3:26])=[O:9])=[CH:4][CH:3]=1>C(OCC)C.CCCCCC.[Pd]>[Cl:1][C:2]1[CH:3]=[CH:4][C:5]([CH2:6][NH:7][C:8]([C:10]2[CH:11]=[N:12][C:13]3[C:18]([C:19]=2[OH:20])=[CH:17][C:16]([CH2:21][CH2:22][CH2:23][OH:24])=[CH:15][C:14]=3[O:25][CH3:26])=[O:9])=[CH:27][CH:28]=1 |f:1.2|. The reactants are ClC1=CC=C(CNC(=O)C=2C=NC3=C(C=C(C=C3C2O)C#CCO)OC)C=C1 (N-(4-Chlorobenzyl)-4-hydroxy-6-(3-hydroxy-1-propynyl)-8-methoxy-3-quinolinecarboxamide).